From a dataset of the Open Reaction Database (ORD), a public repository of structured organic reaction records. describe an organic reaction: reactants, conditions, products, and yield Reactants: CCN(CC)CCNC(=O)c1c[nH]c(C=O)c1C, C1CCNCC1, CCO, O=C1Cc2c(cccc2-c2ccc(Cl)cc2)N1. Product: CCN(CC)CCNC(=O)c1c[nH]c(C=C2C(=O)Nc3cccc(-c4ccc(Cl)cc4)c32)c1C. As a reaction SMILES: [CH2:18]([CH3:19])[N:20]([CH2:21][CH2:22][NH:23][C:24](=[O:25])[c:26]1[cH:27][nH:28][c:29]([CH:32]=[O:33])[c:30]1[CH3:31])[CH2:34][CH3:35].[CH2:36]1[CH2:37][CH2:38][NH:39][CH2:40][CH2:41]1.[CH3:42][CH2:43][OH:44].[Cl:1][c:2]1[cH:3][cH:4][c:5](-[c:8]2[c:9]3[c:13]([cH:14][cH:15][cH:16]2)[NH:12][C:11](=[O:17])[CH2:10]3)[cH:6][cH:7]1>>[Cl:1][c:2]1[cH:3][cH:4][c:5](-[c:8]2[c:9]3[c:13]([cH:14][cH:15][cH:16]2)[NH:12][C:11](=[O:17])[C:10]3=[CH:32][c:29]2[nH:28][cH:27][c:26]([C:24]([NH:23][CH2:22][CH2:21][N:20]([CH2:18][CH3:19])[CH2:34][CH3:35])=[O:25])[c:30]2[CH3:31])[cH:6][cH:7]1.